Dataset: the Open Reaction Database (ORD), a public repository of structured organic reaction records. Task: describe an organic reaction: reactants, conditions, products, and yield The reactants are NC1=CC(=C(C=C1)C1=CC=C(C=C1)C(=O)O)C(F)(F)F (4'-amino-2'-trifluoromethylbiphenyl-4-carboxylic acid), CO (methanol), OS(=O)(=O)O (H2SO4). Product: NC1=CC(=C(C=C1)C1=CC=C(C=C1)C(=O)OC)C(F)(F)F (Methyl 4'-amino-2'-trifluoromethylbiphenyl-4-carboxylate). The yield is 50.0%. Reaction SMILES: [NH2:1][C:2]1[CH:7]=[CH:6][C:5]([C:8]2[CH:13]=[CH:12][C:11]([C:14]([OH:16])=[O:15])=[CH:10][CH:9]=2)=[C:4]([C:17]([F:20])([F:19])[F:18])[CH:3]=1.OS(O)(=O)=O.[CH3:26]O>>[NH2:1][C:2]1[CH:7]=[CH:6][C:5]([C:8]2[CH:9]=[CH:10][C:11]([C:14]([O:16][CH3:26])=[O:15])=[CH:12][CH:13]=2)=[C:4]([C:17]([F:18])([F:19])[F:20])[CH:3]=1. Procedure: Crude 4'-amino-2'-trifluoromethylbiphenyl-4-carboxylic acid (D33, 0.31 g, 0.078 mol) was dissolved in methanol (200 ml) and treated with conc. H2SO4 acid (1 ml). The mixture was heated at reflux under argon for 2 hrs, then concentrated in vacuo. The resultant yellow solid was basified with 10% aqueous Na2CO3 solution, extracted with dichloromethane, then the extract dried (Na2SO4) and concentrated in vacuo. The resultant yellow solid was purified by preparative TLC on silica gel plates eluting w... Reactants: C1(O)=CC=C(O)C=C1 (hydroquinone), C(C=C)#N (acrylonitrile), C1=CC=CC1 (cyclopentadiene). Run in C1=CC=CC=C1 (benzene). Reaction conditions: temperature 50 celsius, time 1 hour. The product is C(#N)C1C2CCC(C1)C2 (2-Cyano-bicyclo[2,2,1]heptane). Reaction SMILES: [C:1](#[N:4])[CH:2]=[CH2:3].[C:5]1([CH:12]=[CH:11][C:9](O)=CC=1)O.[CH:13]1CC=CC=1>C1C=CC=CC=1>[C:1]([CH:2]1[CH2:13][CH:12]2[CH2:5][CH:3]1[CH2:9][CH2:11]2)#[N:4]. Reported procedure: 159 g (3 moles) of acrylonitrile were dissolved in 100 ml of benzene and warmed to 50°C. after adding a pinch of hydroquinone. 196 g (3 moles) of cyclopentadiene were added dropwise at this temperature, with intensive stirring. In the course thereof, the temperature of the reaction mixture rose (it should not exceed 70°C.). After the exothermic reaction had subsided, the mixture was stirred for 1 hour at 80°C. The solvent was then distilled off and the residue was rectified in vacuo. This gave 2... Yields the product COC(C1=CC(=CC=C1)NC1=NC=C(C=C1)Cl)=O (3-(5-chloro-pyridin-2-ylamino)-benzoic acid methyl ester). Run in O (water). Reaction SMILES: C1(C)C=CC=CC=1.[CH3:8][O:9][C:10](=[O:18])[C:11]1[CH:16]=[CH:15][CH:14]=[C:13]([NH2:17])[CH:12]=1.CC(C)([O-])C.[Na+].Cl[C:26]1[CH:31]=[CH:30][C:29]([Cl:32])=[CH:28][N:27]=1>C([O-])(=O)C.[Pd+2].C([O-])(=O)C.C1C=CC(P(C2C(C3C(P(C4C=CC=CC=4)C4C=CC=CC=4)=CC=C4C=3C=CC=C4)=C3C(C=CC=C3)=CC=2)C2C=CC=CC=2)=CC=1.O>[CH3:8][O:9][C:10](=[O:18])[C:11]1[CH:16]=[CH:15][CH:14]=[C:13]([NH:17][C:26]2[CH:31]=[CH:30][C:29]([Cl:32])=[CH:28][N:27]=2)[CH:12]=1 |f:2.3,5.6.7|. Reagents/catalysts: C(C)(=O)[O-].[Pd+2].C(C)(=O)[O-] (palladium acetate), C=1C=CC(=CC1)P(C=2C=CC=CC2)C3=CC=C4C=CC=CC4=C3C5=C6C=CC=CC6=CC=C5P(C=7C=CC=CC7)C=8C=CC=CC8 (BINAP). Reactants: C1(=CC=CC=C1)C (toluene), COC(C1=CC(=CC=C1)N)=O (3-amino-benzoic acid methyl ester), CC(C)([O-])C.[Na+] (sodium t-butoxide), ClC1=NC=C(C=C1)Cl (2,5-dichloro-pyridine). The yield is 60.0%. Procedure: To a toluene (10.0 mL) solution of 3-amino-benzoic acid methyl ester (330 mg, 2.2 mmol) was added palladium acetate (200 μL of 0.001 mmol stock solution), BINAP (200 μL of 0.001 mmol stock colution), sodium t-butoxide (2.2 mmol) and 2,5-dichloro-pyridine (296 mg, 2.0 mmol). The reaction mixture was refluxed for 10 h. Collected crude reaction mass was added to water, extracted with ethyl acetate. Solvent was evaporated and the crude mass was purified by flash column chromatography using 20% ethyl... Reactants: [N+](=O)([O-])C1=CC=C(C=C1)NN (4-nitrophenylhydrazine), C(C)(C)C1=CC=C(C=O)C=C1 (4-isopropylbenzaldehyde). Solvent: CO (methanol). Run at temperature 100 celsius. Product: [N+](=O)([O-])C1=CC=C(C=C1)NN=CC1=CC=C(C=C1)C(C)C (4-isopropylbenzaldehyde-(4-nitrophenyl)hydrazone). Isolated yield 92.1%. RXN SMILES: [N+:1]([C:4]1[CH:9]=[CH:8][C:7]([NH:10][NH2:11])=[CH:6][CH:5]=1)([O-:3])=[O:2].[CH:12]([C:15]1[CH:22]=[CH:21][C:18]([CH:19]=O)=[CH:17][CH:16]=1)([CH3:14])[CH3:13]>CO>[N+:1]([C:4]1[CH:5]=[CH:6][C:7]([NH:10][N:11]=[CH:19][C:18]2[CH:21]=[CH:22][C:15]([CH:12]([CH3:14])[CH3:13])=[CH:16][CH:17]=2)=[CH:8][CH:9]=1)([O-:3])=[O:2]. Procedure: In 20 ml of methanol was dissolved 3.06 g of 4-nitrophenylhydrazine. With 2.96 g of 4-isopropylbenzaldehyde added, the solution was refluxed at 100° C. for one hour. With the progress of reaction, crystals gradually precipitated. The crystals were collected by suction filtration, washed with methanol, and dried at 80° C. for 2 hours, obtaining 5.21 g (yield 92%) of pale yellow crystals. The reactants are O(C1=CC=CC=C1)CC1=NN2C(C(NCC2)=O)=C1 (2-phenoxymethyl-6,7-dihydro-5H-pyrazolo[1,5-a]pyrazin-4-one), C(C)OC(=O)C=1NN=C(C1)C(C)OC1=CC=CC=C1 ((rac)-5-(1-phenoxy-ethyl)-2H-pyrazole-3-carboxylic acid ethyl ester), CC(C)(C)OC(=O)NCCO (tert-butyl n-(2-hydroxyethyl)carbamate), C(C)OC(=O)C=1N(N=C(C1)COC1=CC=CC=C1)CC(C)NC(=O)OC(C)(C)C ((rac)-2-(2-tert-butoxycarbonylamino-propyl)-5-phenoxymethyl-2H-pyrazole-3-carboxylic acid ethyl ester). The product is O(C1=CC=CC=C1)C(C)C1=NN2C(C(NCC2)=O)=C1 ((rac)-2-(1-Phenoxy-ethyl)-6,7-dihydro-5H-pyrazolo[1,5-a]pyrazin-4-one). RXN SMILES: C(O[C:4]([C:6]1[NH:7][N:8]=[C:9]([CH:11]([O:13][C:14]2[CH:19]=[CH:18][CH:17]=[CH:16][CH:15]=2)[CH3:12])[CH:10]=1)=[O:5])C.CC(OC([NH:27][CH2:28][CH2:29]O)=O)(C)C.C(OC(C1N(CC(NC(OC(C)(C)C)=O)C)N=C(COC2C=CC=CC=2)C=1)=O)C.O(CC1C=C2C(=O)NCCN2N=1)C1C=CC=CC=1>>[O:13]([CH:11]([C:9]1[CH:10]=[C:6]2[C:4](=[O:5])[NH:27][CH2:28][CH2:29][N:7]2[N:8]=1)[CH3:12])[C:14]1[CH:15]=[CH:16][CH:17]=[CH:18][CH:19]=1. Procedure details: The compound was prepared from (rac)-5-(1-phenoxy-ethyl)-2H-pyrazole-3-carboxylic acid ethyl ester and tert-butyl n-(2-hydroxyethyl)carbamate using the methods described in the preceding examples 7 ((rac)-2-(2-tert-butoxycarbonylamino-propyl)-5-phenoxymethyl-2H-pyrazole-3-carboxylic acid ethyl ester) and 6 (2-phenoxymethyl-6,7-dihydro-5H-pyrazolo[1,5-a]pyrazin-4-one). The reactants are NC=1C=CC(=C2C=CN=CC12)Br (8-amino-5-bromoisoquinoline), solution, N(=O)[O-].[Na+] (NaNO2), [H+].[B-](F)(F)(F)F (HBF4). Run at temperature 0 celsius, time 1 hour. Product: BrC1=C2C=CN=CC2=C(C=C1)F (5-Bromo-8-fluoroisoquinoline). As a reaction SMILES: N[C:2]1[CH:3]=[CH:4][C:5]([Br:12])=[C:6]2[C:11]=1[CH:10]=[N:9][CH:8]=[CH:7]2.N([O-])=O.[Na+].[H+].[B-](F)(F)(F)[F:19]>>[Br:12][C:5]1[CH:4]=[CH:3][C:2]([F:19])=[C:11]2[C:6]=1[CH:7]=[CH:8][N:9]=[CH:10]2 |f:1.2,3.4|. Reported procedure: To a solution of 8-amino-5-bromoisoquinoline in 48% HBF4 (30 mL) at 0° C. was slowly added an aqueous (10 mL) solution of NaNO2 (172 mg, 2.5 mmol). The reaction mixture was stirred at 0° C. for 1 h and was then concentrated under reduced pressure to give a dark residue. The dark residue was heated to 150° C. for 16 h. The resulting dark oil was cooled to 23° C., quenched with ammonium hydroxide and extracted with DCM. The organic solution was concentrated and the resulting dark solid was recryst... Reactants: P(=O)(Cl)(Cl)Cl (phosphoryl chloride), C(C)(=O)C=1C=C2C(CC(=NC2=C(C1O)CCC)C(=O)OC)=O (Methyl 6-acetyl-7-hydroxy-8-propyl-4-oxo-4H-quinoline-2-carboxylate), O (water). Solvent: C1=CC=CC=C1 (benzene). Yields the product C(C)(=O)C=1C=C2C(=CC(=NC2=C(C1O)CCC)C(=O)OC)Cl (Methyl 6-acetyl-4-chloro-7-hydroxy-8-propylquinoline-2-carboxylate). Reaction SMILES: [C:1]([C:4]1[CH:5]=[C:6]2[C:11](=[C:12]([CH2:15][CH2:16][CH3:17])[C:13]=1[OH:14])[N:10]=[C:9]([C:18]([O:20][CH3:21])=[O:19])[CH2:8][C:7]2=O)(=[O:3])[CH3:2].P(Cl)(Cl)([Cl:25])=O.O>C1C=CC=CC=1>[C:1]([C:4]1[CH:5]=[C:6]2[C:11](=[C:12]([CH2:15][CH2:16][CH3:17])[C:13]=1[OH:14])[N:10]=[C:9]([C:18]([O:20][CH3:21])=[O:19])[CH:8]=[C:7]2[Cl:25])(=[O:3])[CH3:2]. Procedure details: The product of step (b) (3 g, 0.0099 mole) was dissolved in dry benzene (50 mls), treated with phosphoryl chloride (2.5 mls) and refluxed for 1 hour. The reaction mixture was cooled, poured into water and extracted with ether, which was then washed with water and dried over magnesium sulphate. The solvent was evaporated to leave 2.8 g of yellow-brown solid. Recrystallisation from cyclohexane gave yellow needles mp 163°-164°.